Dataset: the Open Reaction Database (ORD), a public repository of structured organic reaction records. Task: describe an organic reaction: reactants, conditions, products, and yield Reactants: C, CCO, CN(c1ccc(F)c(NC(=O)C(F)(F)F)c1)c1ccc([N+](=O)[O-])cn1, [Pd]. Product: CN(c1ccc(F)c(NC(=O)C(F)(F)F)c1)c1ccc(N)cn1. RXN SMILES: [C:29].[CH3:26][CH2:27][OH:28].[F:1][C:2]([C:3](=[O:4])[NH:5][c:6]1[c:7]([F:23])[cH:8][cH:9][c:10]([N:12]([c:13]2[n:14][cH:15][c:16]([N+:19]([O-:20])=[O:21])[cH:17][cH:18]2)[CH3:22])[cH:11]1)([F:24])[F:25].[Pd:30]>>[F:1][C:2]([C:3](=[O:4])[NH:5][c:6]1[c:7]([F:23])[cH:8][cH:9][c:10]([N:12]([c:13]2[n:14][cH:15][c:16]([NH2:19])[cH:17][cH:18]2)[CH3:22])[cH:11]1)([F:24])[F:25]. The reactants are CC(C)(C)C=1C=C(C(=O)OC)C=C(C1O)C(C)(C)C (3,5-bis(1,1-dimethylethyl)-4-hydroxybenzoic acid, methyl ester), C(C)(C)N(CC)C(C)C (diisopropylethylamine), COCCOCCl (2-Methoxyethoxy-methyl chloride), [NH4+].[Cl-] (NH4Cl). Solvent: C(Cl)Cl (CH2Cl2). Run at temperature 25 celsius, time 24 hour. Yields the product CC(C)(C)C=1C=C(C(=O)OC)C=C(C1OCOCCOC)C(C)(C)C (3,5-Bis(1,1-dimethylethyl)-4-[(2-methoxyethoxy)methoxy]benzoic acid, methyl ester). Isolated yield 99.6%. As a reaction SMILES: [CH3:1][O:2][CH2:3][CH2:4][O:5][CH2:6]Cl.[CH3:8][C:9]([C:12]1[CH:13]=[C:14]([CH:19]=[C:20]([C:23]([CH3:26])([CH3:25])[CH3:24])[C:21]=1[OH:22])[C:15]([O:17][CH3:18])=[O:16])([CH3:11])[CH3:10].C(N(C(C)C)CC)(C)C.[NH4+].[Cl-]>C(Cl)Cl>[CH3:11][C:9]([C:12]1[CH:13]=[C:14]([CH:19]=[C:20]([C:23]([CH3:26])([CH3:25])[CH3:24])[C:21]=1[O:22][CH2:6][O:5][CH2:4][CH2:3][O:2][CH3:1])[C:15]([O:17][CH3:18])=[O:16])([CH3:8])[CH3:10] |f:3.4|. Procedure details: 2-Methoxyethoxy-methyl chloride (24.0 g, 192.7 mmol) is added dropwise to a 0° C. mixture of 25.0 g (94.6 mmol) of 3,5-bis(1,1-dimethylethyl)-4-hydroxybenzoic acid, methyl ester and 27.5 g (212.4 mmol) of diisopropylethylamine in 50 ml of CH2Cl2 under a nitrogen atmosphere. The reaction is stirred at 25° C. for 24 hours and then poured onto saturated aqueous NH4Cl and the layers are separated. The aqueous layer is extracted with t-butylmethyl ether (2×150 ml). The combined organic extracts are w... As a reaction SMILES: [CH2:1]([O:8][C:9]1[CH:10]=[C:11]([C:15]2(O)[CH2:20][CH2:19][N:18](C(OC(C)(C)C)=O)[CH2:17][CH2:16]2)[CH:12]=[CH:13][CH:14]=1)[C:2]1[CH:7]=[CH:6][CH:5]=[CH:4][CH:3]=1.C(N(S(F)(F)[F:35])CC)C.[ClH:38]>>[ClH:38].[CH2:1]([O:8][C:9]1[CH:10]=[C:11]([C:15]2([F:35])[CH2:20][CH2:19][NH:18][CH2:17][CH2:16]2)[CH:12]=[CH:13][CH:14]=1)[C:2]1[CH:7]=[CH:6][CH:5]=[CH:4][CH:3]=1 |f:3.4|. Yields the product Cl.C(C1=CC=CC=C1)OC=1C=C(C=CC1)C1(CCNCC1)F (4-(3-benzyloxyphenyl)-4-fluoropiperidine Hydrochloride). Reactants: Cl (hydrogen chloride), C(C1=CC=CC=C1)OC=1C=C(C=CC1)C1(CCN(CC1)C(=O)OC(C)(C)C)O (tert-butyl 4-(3-benzyloxyphenyl)-4-hydroxypiperidine-1-carboxylate), C(C)N(CC)S(F)(F)F (diethylaminosulfur trifluoride), crude product. Procedure details: This material was prepared from the reaction of tert-butyl 4-(3-benzyloxyphenyl)-4-hydroxypiperidine-1-carboxylate with diethylaminosulfur trifluoride followed by direct deprotection of the crude product with methanolic hydrogen chloride as described in Step 2 of Example 1 in 75% overall yield. Reactants: C(#N)NC(=NC)S(=O)C (N-cyano-N'-methyl-methylsulfinylformamidine), CC1=C(N=CN1)CSCCN (2-(5-methylimidazol-4-ylmethylthio)ethylamine). The solvent is CC#N (CH3CN). Product: C(#N)N=C(NC)NCCSCC=1N=CNC1C (N"-cyano-N-methyl-N'-[2-(5-methylimidazol-4-ylmethylthio)ethyl]guanidine). The yield is 79.8%. RXN SMILES: [C:1]([NH:3][C:4](S(C)=O)=[N:5][CH3:6])#[N:2].[CH3:10][C:11]1[NH:15][CH:14]=[N:13][C:12]=1[CH2:16][S:17][CH2:18][CH2:19][NH2:20]>CC#N>[C:1]([N:3]=[C:4]([NH:20][CH2:19][CH2:18][S:17][CH2:16][C:12]1[N:13]=[CH:14][NH:15][C:11]=1[CH3:10])[NH:5][CH3:6])#[N:2]. Procedure details: A solution of N-cyano-N'-methyl-methylsulfinylformamidine (493 mg) and 2-(5-methylimidazol-4-ylmethylthio)ethylamine (684 mg) in CH3CN (20 ml) was stirred for 4 hrs. at room temperature. After concentration under a reduced pressure, the residue was subjected to chromatography on SiO2 [eluant: CH3CN-CH3OH (4:1)]. The product obtained was recrystallized from CH3CN to give N"-cyano-N-methyl-N'-[2-(5-methylimidazol-4-ylmethylthio)ethyl]guanidine (684 mg). Yield 79.7%, m.p. 136°-138° C. The reactants are [Cl-].[NH4+] (ammonium chloride), C(C)(=O)NC1=CC=C(C(=O)N(C2=CC=C(C=C2)OC)CCN2CCC(CC2)C(C2=CC=C(C=C2)F)=O)C=C1 (4-Acetylamino-N-{2-[4-(4-fluorobenzoyl)piperidino]ethyl}-N-(4-methoxyphenyl)benzamide), CI (methyl iodide), [H-].[Na+] (sodium hydride). Run in C1CCOC1 (THF). Run at time 2 hour. The product is CCC(=O)NC1=CC=C(C(=O)N(C2=CC=C(C=C2)OC)CCN2CCC(CC2)C(C2=CC=C(C=C2)F)=O)C=C1 (4-(N-Methylacetylamino)-N-{2-[4-(4-fluorobenzoyl)piperidino]ethyl}-N-(4-methoxyphenyl)benzamide). Isolated yield 80.3%. As a reaction SMILES: [C:1]([NH:4][C:5]1[CH:38]=[CH:37][C:8]([C:9]([N:11]([CH2:20][CH2:21][N:22]2[CH2:27][CH2:26][CH:25]([C:28](=[O:36])[C:29]3[CH:34]=[CH:33][C:32]([F:35])=[CH:31][CH:30]=3)[CH2:24][CH2:23]2)[C:12]2[CH:17]=[CH:16][C:15]([O:18][CH3:19])=[CH:14][CH:13]=2)=[O:10])=[CH:7][CH:6]=1)(=[O:3])[CH3:2].[H-].[Na+].[CH3:41]I.[Cl-].[NH4+]>C1COCC1>[CH3:41][CH2:2][C:1]([NH:4][C:5]1[CH:38]=[CH:37][C:8]([C:9]([N:11]([CH2:20][CH2:21][N:22]2[CH2:27][CH2:26][CH:25]([C:28](=[O:36])[C:29]3[CH:30]=[CH:31][C:32]([F:35])=[CH:33][CH:34]=3)[CH2:24][CH2:23]2)[C:12]2[CH:13]=[CH:14][C:15]([O:18][CH3:19])=[CH:16][CH:17]=2)=[O:10])=[CH:7][CH:6]=1)=[O:3] |f:1.2,4.5|. Procedure details: 4-Acetylamino-N-{2-[4-(4-fluorobenzoyl)piperidino]ethyl}-N-(4-methoxyphenyl)benzamide (155.0 mg, 0.30 mmol) was dissolved in THF (3.0 ml) to which were subsequently added 60% sodium hydride {28.0 mg, 0.70 mmol) and methyl iodide (0.060 ml, 1.00 mmol) at room temperature, followed by 2 hours of stirring. The reaction solution was mixed with saturated ammonium chloride aqueous solution and extracted with ethyl acetate. The resulting organic layer was washed with water and saturated brine, and drie...